From a dataset of the Open Reaction Database (ORD), a public repository of structured organic reaction records. describe an organic reaction: reactants, conditions, products, and yield Reactants: CS(=O)(=O)OC[C@@H]1CN2C(C=NC=3C=CC(N1C23)=O)=O ([(1S)-3,8-dioxo-1,2-dihydro-3H,8H-2a,5,8a-triazaacenaphthylen-1-yl]methyl methanesulfonate), N1=CC=CC=C1 (pyridine), product, N1=CC=CC=C1 (pyridine), N1CCC(CC1)NC(OC(C)(C)C)=O (1,1-dimethylethyl 4-piperidinylcarbamate), N1CCC(CC1)NC(OC(C)(C)C)=O (1,1-dimethylethyl 4-piperidinylcarbamate). Run in CC#N (CH3CN). Reaction conditions: temperature 70 celsius, time 3 hour. The product is O=C1N2C[C@H](N3C(C=CC(N=C1)=C32)=O)CN3CCC(CC3)NC(OC(C)(C)C)=O (1,1-Dimethylethyl (1-{[(1R)-3,8-dioxo-1,2-dihydro-3H,8H-2a,5,8a-triazaacenaphthylen-1-yl]methyl}-4-piperidinyl)carbamate). The yield is 40.2%. RXN SMILES: CS(O[CH2:6][C@H:7]1[N:17]2[C:18]3[N:9]([C:10](=[O:20])[CH:11]=[N:12][C:13]=3[CH:14]=[CH:15][C:16]2=[O:19])[CH2:8]1)(=O)=O.N1C=CC=CC=1.[NH:27]1[CH2:32][CH2:31][CH:30]([NH:33][C:34](=[O:40])[O:35][C:36]([CH3:39])([CH3:38])[CH3:37])[CH2:29][CH2:28]1>CC#N>[O:20]=[C:10]1[CH:11]=[N:12][C:13]2=[C:18]3[N:9]1[CH2:8][C@@H:7]([CH2:6][N:27]1[CH2:28][CH2:29][CH:30]([NH:33][C:34](=[O:40])[O:35][C:36]([CH3:38])([CH3:37])[CH3:39])[CH2:31][CH2:32]1)[N:17]3[C:16](=[O:19])[CH:15]=[CH:14]2. Procedure details: A solution of [(1S)-3,8-dioxo-1,2-dihydro-3H,8H-2a,5,8a-triazaacenaphthylen-1-yl]methyl methanesulfonate (1.05 g, 3.53 mmol) in dry CH3CN (50 ml) at room temperature under argon was treated with pyridine (0.343 ml, 4.24 mmol), followed by 1,1-dimethylethyl 4-piperidinylcarbamate (0.884 g, 4.24 mmol). The mixture was heated at 70° C. for 1.5 h and then at 90° C. for 3 h. LCMS showed ˜25% of product. So 0.5 eq of pyridine and 0.5 eq of 1,1-dimethylethyl 4-piperidinylcarbamate were added and the re...